From a dataset of the Open Reaction Database (ORD), a public repository of structured organic reaction records. describe an organic reaction: reactants, conditions, products, and yield The reactants are C1(CC1)[C@H]1NC(C2=NNC=C21)CO (((4R)-4-cyclopropyl-2,4,5,6-tetrahydropyrrolo[3,4-c]pyrazol-6-yl)methanol), FC(C1=CC=C(C=C1)S(=O)(=O)Cl)(F)F (4-trifluoromethylbenzenesulfonyl chloride). Run in N1=CC=CC=C1 (pyridine), C(Cl)Cl (CH2Cl2). Conditions: time 12 hour. Product: C1(CC1)[C@H]1N(C(C2=NNC=C21)CO)S(=O)(=O)C2=CC=C(C=C2)C(F)(F)F (((4R)-4-cyclopropyl-5-(4-(trifluoromethyl)phenylsulfonyl)-2,4,5,6-tetrahydropyrrolo[3,4-c]pyrazol-6-yl)methanol). As a reaction SMILES: [CH:1]1([C@@H:4]2[C:11]3[C:7](=[N:8][NH:9][CH:10]=3)[CH:6]([CH2:12][OH:13])[NH:5]2)[CH2:3][CH2:2]1.[F:14][C:15]([F:27])([F:26])[C:16]1[CH:21]=[CH:20][C:19]([S:22](Cl)(=[O:24])=[O:23])=[CH:18][CH:17]=1>N1C=CC=CC=1.C(Cl)Cl>[CH:1]1([C@@H:4]2[C:11]3[C:7](=[N:8][NH:9][CH:10]=3)[CH:6]([CH2:12][OH:13])[N:5]2[S:22]([C:19]2[CH:18]=[CH:17][C:16]([C:15]([F:14])([F:26])[F:27])=[CH:21][CH:20]=2)(=[O:24])=[O:23])[CH2:3][CH2:2]1. Procedure details: ((4R)-4-cyclopropyl-2,4,5,6-tetrahydropyrrolo[3,4-c]pyrazol-6-yl)methanol (36) (627 mg, 3.50 mmol) and 4-trifluoromethylbenzenesulfonyl chloride (2.57 g, 10.5 mmol) were dissolved in pyridine (5 mL) and the resulting mixture was stirred at rt for 12 h. The reaction mixture was diluted with CH2Cl2 (10 mL) and washed with 1 N aq. HCl (10 mL). The aq. phase was separated and extracted once with CH2Cl2 (10 mL) and the combined organic phases were then dried (Na2SO4), filtered and concentrated under ... The reactants are C1(CC1)OC=1C=C(C=CC1OC(F)F)C1=C(C2=C(C=NN(C2=O)COCC[Si](C)(C)C)N1COCC[Si](C)(C)C)CC (2-(3-cyclopropoxy-4-difluoromethoxyphenyl)-3-ethyl-1,5-bis(2-trimethylsilylethoxymethyl)-1,5-dihydropyrrolo[2,3-d]-pyridazin-4-one), C1(CC1)OC=1C=C(C=CC1OC(F)F)C1=C(C2=C(C=NN(C2=O)COCC[Si](C)(C)C)N1COCC[Si](C)(C)C)C (2-(3-cyclopropoxy-4-difluoromethoxyphenyl)-3-methyl-1,5-bis(2-trimethylsilylethoxymethyl)-1,5-dihydropyrrolo[2,3-d]-pyridazin-4-one). Product: C1(CC1)OC=1C=C(C=CC1OC(F)F)C1=C(C2=C(C=NN(C2=O)COCC[Si](C)(C)C)N1)CC (2-(3-Cyclopropoxy-4-difluoromethoxyphenyl)-3-ethyl-5-(2-trimethylsilylethoxymethyl)-1,5-dihydropyrrolo[2,3-d]-pyridazin-4-one). Isolated yield 79.0%. As a reaction SMILES: [CH:1]1([O:4][C:5]2[CH:6]=[C:7]([C:15]3[N:32](COCC[Si](C)(C)C)[C:18]4[CH:19]=[N:20][N:21]([CH2:24][O:25][CH2:26][CH2:27][Si:28]([CH3:31])([CH3:30])[CH3:29])[C:22](=[O:23])[C:17]=4[C:16]=3[CH2:41][CH3:42])[CH:8]=[CH:9][C:10]=2[O:11][CH:12]([F:14])[F:13])[CH2:3][CH2:2]1.C1(OC2C=C(C3N(COCC[Si](C)(C)C)C4C=NN(COCC[Si](C)(C)C)C(=O)C=4C=3C)C=CC=2OC(F)F)CC1>>[CH:1]1([O:4][C:5]2[CH:6]=[C:7]([C:15]3[NH:32][C:18]4[CH:19]=[N:20][N:21]([CH2:24][O:25][CH2:26][CH2:27][Si:28]([CH3:30])([CH3:29])[CH3:31])[C:22](=[O:23])[C:17]=4[C:16]=3[CH2:41][CH3:42])[CH:8]=[CH:9][C:10]=2[O:11][CH:12]([F:14])[F:13])[CH2:3][CH2:2]1. Reported procedure: Reaction and post treatment were carried out in the same manner as in Example 4-(b) except for using 9.35 g (containing an amount corresponding to 14.0 mmol) of 2-(3-cyclopropoxy-4-difluoromethoxyphenyl)-3-ethyl-1,5-bis(2-trimethylsilylethoxymethyl)-1,5-dihydropyrrolo[2,3-d]-pyridazin-4-one obtained in Example 5-(a) in place of 2-(3-cyclopropoxy-4-difluoromethoxyphenyl)-3-methyl-1,5-bis(2-trimethylsilylethoxymethyl)-1,5-dihydropyrrolo[2,3-d]-pyridazin-4-one, whereby 5.84 g of the title compound ...